Dataset: the Open Reaction Database (ORD), a public repository of structured organic reaction records. Task: describe an organic reaction: reactants, conditions, products, and yield Starting materials: O=C(OOC(=O)c1ccccc1)c1ccccc1, ClC(Cl)(Cl)Cl, O=C1CCC(=O)N1Br, COC(=O)c1ccccc1C. Yields the product COC(=O)c1ccccc1CBr. Reaction SMILES: [C:20]([O:21][O:22][C:23](=[O:24])[c:25]1[cH:26][cH:27][cH:28][cH:29][cH:30]1)(=[O:31])[c:32]1[cH:33][cH:34][cH:35][cH:36][cH:37]1.[C:38]([Cl:39])([Cl:40])([Cl:41])[Cl:42].[O:12]=[C:13]1[N:14]([Br:19])[C:15](=[O:16])[CH2:17][CH2:18]1.[c:1]1([CH3:11])[c:2]([C:7](=[O:8])[O:9][CH3:10])[cH:3][cH:4][cH:5][cH:6]1>>[c:1]1([CH2:11][Br:19])[c:2]([C:7](=[O:8])[O:9][CH3:10])[cH:3][cH:4][cH:5][cH:6]1. Starting materials: CN1CCC(Br)C1=O, O=C([O-])[O-], [K+], [K+], CN(C)C=O, COC(=O)c1cc(O)cc(OCc2ccccc2)c1. Reaction SMILES: [Br:20][CH:21]1[C:22](=[O:27])[N:23]([CH3:26])[CH2:24][CH2:25]1.[C:28](=[O:29])([O-:30])[O-:31].[K+:32].[K+:33].[O:34]=[CH:35][N:36]([CH3:37])[CH3:38].[OH:1][c:2]1[cH:3][c:4]([C:5](=[O:6])[O:7][CH3:8])[cH:9][c:10]([O:12][CH2:13][c:14]2[cH:15][cH:16][cH:17][cH:18][cH:19]2)[cH:11]1>>[O:1]([c:2]1[cH:3][c:4]([C:5](=[O:6])[O:7][CH3:8])[cH:9][c:10]([O:12][CH2:13][c:14]2[cH:15][cH:16][cH:17][cH:18][cH:19]2)[cH:11]1)[CH:21]1[C:22](=[O:27])[N:23]([CH3:26])[CH2:24][CH2:25]1. Yields the product COC(=O)c1cc(OCc2ccccc2)cc(OC2CCN(C)C2=O)c1. The reactants are O=C(Nc1nc2cccc(Br)n2n1)c1ccccc1, O=C(Cl)C1(c2ccc(Cl)cc2)CCCC1, Nc1nc2cccc(-c3ccoc3)n2n1. The product is O=C(Nc1nc2cccc(-c3ccoc3)n2n1)C1(c2ccc(Cl)cc2)CCCC1. Reaction SMILES: [Br:1][c:2]1[n:3]2[n:4][c:5]([NH:6][C:7](=[O:8])[c:9]3[cH:10][cH:11][cH:12][cH:13][cH:14]3)[n:15][c:16]2[cH:17][cH:18][cH:19]1.[Cl:35][c:36]1[cH:37][cH:38][c:39]([C:42]2([C:47](=[O:48])[Cl:49])[CH2:43][CH2:44][CH2:45][CH2:46]2)[cH:40][cH:41]1.[o:20]1[cH:21][c:22](-[c:25]2[cH:26][cH:27][cH:28][c:29]3[n:30]2[n:31][c:32]([NH2:34])[n:33]3)[cH:23][cH:24]1>>[o:20]1[cH:21][c:22](-[c:25]2[cH:26][cH:27][cH:28][c:29]3[n:30]2[n:31][c:32]([NH:34][C:47]([C:42]2([c:39]4[cH:38][cH:37][c:36]([Cl:35])[cH:41][cH:40]4)[CH2:43][CH2:44][CH2:45][CH2:46]2)=[O:48])[n:33]3)[cH:23][cH:24]1. Starting materials: OC1=CC(N(C2=CC=CC=C12)C)=O (4-hydroxy-1-methyl carbostyril), [N+](=O)(O)[O-] (nitric acid). The solvent is C(C)(=O)O (acetic acid). Yields the product OC1=C(C(N(C2=CC=CC=C12)C)=O)[N+](=O)[O-] (4-Hydroxy-1-methyl-3-nitro carbostyril). Reaction SMILES: [OH:1][C:2]1[C:11]2[C:6](=[CH:7][CH:8]=[CH:9][CH:10]=2)[N:5]([CH3:12])[C:4](=[O:13])[CH:3]=1.[N+:14]([O-])([OH:16])=[O:15]>C(O)(=O)C>[OH:1][C:2]1[C:11]2[C:6](=[CH:7][CH:8]=[CH:9][CH:10]=2)[N:5]([CH3:12])[C:4](=[O:13])[C:3]=1[N+:14]([O-:16])=[O:15]. Procedure details: A suspension of 4-hydroxy-1-methyl carbostyril (1.63g; 0.009 mole) in glacial acetic acid (10 ml) was stirred during the addition of concentrated nitric acid (2.5 ml; d, 1.42) and the mixture heated for a few minutes on a steam bath. On cooling the clear red solution deposited yellow crystals of the title compound which were diluted with ethanol, filtered, and washed well with ethanol, m.p. 159°-161° C (Found: C, 54.20; H 3.71; N, 12.42; C10H8N2O4 requires; C, 54.55 H, 3.66; N, 12.72%). Reactants: NC1=CC=NC=C1 (4-Aminopyridine), P(O)(O)(O)=O (phosphoric acid), [N+](=O)(O)[O-] (nitric acid), C(=O)([O-])[O-].[Na+].[Na+] (Na2CO3), N(=O)[O-].[Na+] (sodium nitrite), ice, CC(CC(C)=O)=O (2,4-pentanedione), C(C)(=O)[O-].[K+] (potassium acetate). Run in C(C)O (ethanol). Conditions: temperature -6 celsius, time 15 minute. Yields the product N1=CC=C(C=C1)NN=C(C(C)=O)C(C)=O (3-(pyridin-4-ylhydrazono)pentane-2,4-dione). Yield: 14.5%. As a reaction SMILES: [NH2:1][C:2]1[CH:7]=[CH:6][N:5]=[CH:4][CH:3]=1.P(=O)(O)(O)O.[N+]([O-])(O)=O.[N:17]([O-])=O.[Na+].[CH3:21][C:22](=[O:27])[CH2:23][C:24](=[O:26])[CH3:25].C([O-])(=O)C.[K+].C([O-])([O-])=O.[Na+].[Na+]>C(O)C>[N:5]1[CH:6]=[CH:7][C:2]([NH:1][N:17]=[C:23]([C:22](=[O:27])[CH3:21])[C:24](=[O:26])[CH3:25])=[CH:3][CH:4]=1 |f:3.4,6.7,8.9.10|. Procedure: 4-Aminopyridine (470 mg, 5.00 mmol) was added to a solution of 3 mL of phosphoric acid (85%) and 2 mL of nitric acid (65%) at −6° C. When the mixture reached to room temperature it was cooled to −6° C. and solid sodium nitrite (350 mg, 5.00 mmol) was added during 10 min. Small pieces of ice (50 g) were added into the solution. The mixture was added at 0° C. to a suspension of corresponding 2,4-pentanedione (500 mg, 5.00 mmol) and potassium acetate (20 g) in ethanol (250 mL). The solution was sti... Reactants: CCc1sc(N2CCNCC2)nc1-c1ccccc1, Cc1noc(NC(=O)OCC(Cl)(Cl)Cl)c1C, CS(C)=O, CCN(C(C)C)C(C)C, O. Yields the product CCc1sc(N2CCN(C(=O)Nc3onc(C)c3C)CC2)nc1-c1ccccc1. Reaction SMILES: [CH2:17]([CH3:18])[c:19]1[c:20](-[c:30]2[cH:31][cH:32][cH:33][cH:34][cH:35]2)[n:21][c:22]([N:24]2[CH2:25][CH2:26][NH:27][CH2:28][CH2:29]2)[s:23]1.[CH3:1][c:2]1[n:3][o:4][c:5]([NH:8][C:9]([O:10][CH2:11][C:12]([Cl:13])([Cl:14])[Cl:15])=[O:16])[c:6]1[CH3:7].[CH3:46][S:47]([CH3:48])=[O:49].[CH:36]([N:37]([CH:38]([CH3:39])[CH3:40])[CH2:41][CH3:42])([CH3:43])[CH3:44].[OH2:45]>>[CH3:1][c:2]1[n:3][o:4][c:5]([NH:8][C:9](=[O:16])[N:27]2[CH2:26][CH2:25][N:24]([c:22]3[n:21][c:20](-[c:30]4[cH:31][cH:32][cH:33][cH:34][cH:35]4)[c:19]([CH2:17][CH3:18])[s:23]3)[CH2:29][CH2:28]2)[c:6]1[CH3:7]. Reactants: [Fe] (iron), [CH-]1C=CC=C1.[CH-]1C=CC=C1.[Fe+2] (ferrocene), zeolite. The solvent is C1(=CC=CC=C1)C (toluene), C1(=CC=CC=C1)C (toluene). Run at temperature 375 celsius. Product: C1(=CC=CC=C1)C.[CH-]1C=CC=C1.[CH-]1C=CC=C1.[Fe+2] (toluene ferrocene). RXN SMILES: [Fe:1].[CH-:2]1[CH:6]=[CH:5][CH:4]=[CH:3]1.[CH-:7]1[CH:11]=[CH:10][CH:9]=[CH:8]1.[Fe+2]>C1(C)C=CC=CC=1>[C:4]1([CH3:3])[CH:5]=[CH:6][CH:2]=[CH:8][CH:7]=1.[CH-:7]1[CH:11]=[CH:10][CH:9]=[CH:8]1.[CH-:2]1[CH:6]=[CH:5][CH:4]=[CH:3]1.[Fe+2:1] |f:1.2.3,5.6.7.8|. Procedure details: An iron containing ZSM-5 catalyst was prepared by the following method: about 10 g of the same HZSM-5 as that of Example 1 was heated in a stream of dry air to 375° C. for 4 hours and then was cooled to room temperature. A solution of 0.1667 g of ferrocene (dicyclopentadienyliron) in 30 g dry toluene was then added to the dried zeolite and the slurry was mixed at room temperature overnight. Excess toluene was allowed to evaporate at room temperature to give a toluene/ferrocene wetted zeolite. Th...